This data is from the Open Reaction Database (ORD), a public repository of structured organic reaction records. The task is: describe an organic reaction: reactants, conditions, products, and yield Product: CCN(C(=O)Cn1c(=O)n(C)c2nc(-c3ccccc3)nc(OC)c21)c1ccccc1. As a reaction SMILES: [CH3:31][O-:32].[CH3:34][OH:35].[CH3:36][N:37]1[CH2:38][CH2:39][N:40]([CH3:41])[C:42]1=[O:43].[Cl:1][c:2]1[c:3]2[n:4]([CH2:19][C:20](=[O:21])[N:22]([c:23]3[cH:24][cH:25][cH:26][cH:27][cH:28]3)[CH2:29][CH3:30])[c:5](=[O:18])[n:6]([CH3:17])[c:7]2[n:8][c:9](-[c:11]2[cH:12][cH:13][cH:14][cH:15][cH:16]2)[n:10]1.[Na+:33]>>[c:2]1([O:32][CH3:31])[c:3]2[n:4]([CH2:19][C:20](=[O:21])[N:22]([c:23]3[cH:24][cH:25][cH:26][cH:27][cH:28]3)[CH2:29][CH3:30])[c:5](=[O:18])[n:6]([CH3:17])[c:7]2[n:8][c:9](-[c:11]2[cH:12][cH:13][cH:14][cH:15][cH:16]2)[n:10]1. Reactants: C[O-], CO, CN1CCN(C)C1=O, CCN(C(=O)Cn1c(=O)n(C)c2nc(-c3ccccc3)nc(Cl)c21)c1ccccc1, [Na+]. Reactants: C(C)(C)(C)OC(=O)C1=C(C=CC=C1)C1=CC=C(C=C1)CN1C(=NC(=C1CO)C)CCC (1-[(2'-tert-butoxycarbonylbiphenyl-4-yl)methyl]-5-hydroxymethyl-4-methyl-2-propylimidazole), Cl (hydrochloride). Product: Cl.C(=O)(O)C1=C(C=CC=C1)C1=CC=C(C=C1)CN1C(=NC(=C1CO)C)CCC (1-[(2'-carboxybiphenyl-4-yl)methyl]-5-hydroxymethyl-4-methyl-2-propylimidazole.hydrochloride). RXN SMILES: C([O:5][C:6]([C:8]1[CH:13]=[CH:12][CH:11]=[CH:10][C:9]=1[C:14]1[CH:19]=[CH:18][C:17]([CH2:20][N:21]2[C:25]([CH2:26][OH:27])=[C:24]([CH3:28])[N:23]=[C:22]2[CH2:29][CH2:30][CH3:31])=[CH:16][CH:15]=1)=[O:7])(C)(C)C.[ClH:32]>>[ClH:32].[C:6]([C:8]1[CH:13]=[CH:12][CH:11]=[CH:10][C:9]=1[C:14]1[CH:19]=[CH:18][C:17]([CH2:20][N:21]2[C:25]([CH2:26][OH:27])=[C:24]([CH3:28])[N:23]=[C:22]2[CH2:29][CH2:30][CH3:31])=[CH:16][CH:15]=1)([OH:7])=[O:5] |f:2.3|. Procedure: A solution of 3.32 g of 1-[(2'-tert-butoxycarbonylbiphenyl-4-yl)methyl]-5-hydroxymethyl-4-methyl-2-propylimidazole in 100 mL of 10% aqueous hydrochloride acid was stirred at 25° C. for 16 hours. The solvent and excess hydrochloric acid then were removed under vacuum to provide 2.22 g of 1-[(2'-carboxybiphenyl-4-yl)methyl]-5-hydroxymethyl-4-methyl-2-propylimidazole.hydrochloride (mp 208°-210° C. (dec.)). Starting materials: C(C)(C)(C)OC(=O)N1CCC(CC1)OC1=CC=C(C=C1)C#N (4-(4-cyanophenoxy)piperidine-1-carboxylic acid tert-butyl ester), N1CCC(CC1)OC1=CC=C(C#N)C=C1 (4-(piperidin-4-yloxy)benzonitrile). Solvent: N1=CC=CC=C1 (pyridine), C(C)(=O)OC(C)=O (acetic anhydride). Product: C(C)(=O)N1CCC(CC1)OC1=CC=C(C#N)C=C1 (4-(1-Acetylpiperidin-4-yloxy)benzonitrile). As a reaction SMILES: C([O:5][C:6]([N:8]1[CH2:13][CH2:12][CH:11]([O:14][C:15]2[CH:20]=[CH:19][C:18]([C:21]#[N:22])=[CH:17][CH:16]=2)[CH2:10][CH2:9]1)=O)(C)(C)C.N1CCC(OC2C=CC(C#N)=CC=2)C[CH2:24]1>C(OC(=O)C)(=O)C.N1C=CC=CC=1>[C:6]([N:8]1[CH2:13][CH2:12][CH:11]([O:14][C:15]2[CH:20]=[CH:19][C:18]([C:21]#[N:22])=[CH:17][CH:16]=2)[CH2:10][CH2:9]1)(=[O:5])[CH3:24]. Procedure details: Synthesized from 4-(4-cyanophenoxy)piperidine-1-carboxylic acid tert-butyl ester (1.5 g) according to an analogous synthetic method to Example 215 described below, the total amount of 4-(piperidin-4-yloxy)benzonitrile crude product was dissolved in acetic anhydride (20 ml) and pyridine (20 ml), and the solution was stirred overnight at room temperature. The reaction mixture was concentrated in vacuo, extracted with ethyl acetate, then sequentially washed with a saturated aqueous solution of sodi... Starting materials: ClCCl, [Cu+2], O=S(=O)([O-])[O-], CC(CO)C1(O)CCCC1, Cc1ccc(S(=O)(=O)Cl)cc1, c1ccncc1. Yields the product Cc1ccc(S(=O)(=O)OCC(C)C2(O)CCCC2)cc1. As a reaction SMILES: [Cl:28][CH2:29][Cl:30].[Cu+2:31].[O-:32][S:33](=[O:34])(=[O:35])[O-:36].[OH:1][CH2:2][CH:3]([CH3:4])[C:5]1([OH:10])[CH2:6][CH2:7][CH2:8][CH2:9]1.[c:17]1([CH3:27])[cH:18][cH:19][c:20]([S:23](=[O:24])(=[O:25])[Cl:26])[cH:21][cH:22]1.[cH:11]1[cH:12][cH:13][n:14][cH:15][cH:16]1>>[O:1]([CH2:2][CH:3]([CH3:4])[C:5]1([OH:10])[CH2:6][CH2:7][CH2:8][CH2:9]1)[S:23]([c:20]1[cH:19][cH:18][c:17]([CH3:27])[cH:22][cH:21]1)(=[O:24])=[O:25]. Yields the product COC1=CC=C(C=C1)CCN1CCC(CC1)NC=1N(C2=NC=NC=C2N1)CC1=NC=CC=C1 (N-[1-[2-(4-methoxyphenyl)ethyl]-4-piperidinyl]-9-(2-pyridinylmethyl)-9H-purin-8-amine). The reactants are ClCCC1=CC=C(C=C1)OC (1-(2-chloroethyl)-4-methoxybenzene), N1CCC(CC1)NC=1N(C2=NC=NC=C2N1)CC1=NC=CC=C1 (N-(4-piperidinyl)-9-(2-pyridinylmethyl)-9H-purin-8-amine), C([O-])([O-])=O.[Na+].[Na+] (sodium carbonate), CN(C=O)C (N,N-dimethylformamide). Run at temperature 70 celsius, time 8 hour. Solvent: O (water). The yield is 50.0%. Reported procedure: A mixture of 2 parts of 1-(2-chloroethyl)-4-methoxybenzene, 3.1 parts of N-(4-piperidinyl)-9-(2-pyridinylmethyl)-9H-purin-8-amine, 1.5 parts of sodium carbonate and 45 parts of N,N-dimethylformamide was stirred overnight at 70° C. The reaction mixture was poured into water. The product was extracted with dichloromethane. The extract was dried, filtered and evaporated. The residue was purified by column chromatography over silica gel using a mixture of trichloromethane and methanol, saturated wit... Reaction SMILES: Cl[CH2:2][CH2:3][C:4]1[CH:9]=[CH:8][C:7]([O:10][CH3:11])=[CH:6][CH:5]=1.[NH:12]1[CH2:17][CH2:16][CH:15]([NH:18][C:19]2[N:20]([CH2:28][C:29]3[CH:34]=[CH:33][CH:32]=[CH:31][N:30]=3)[C:21]3[C:26]([N:27]=2)=[CH:25][N:24]=[CH:23][N:22]=3)[CH2:14][CH2:13]1.C(=O)([O-])[O-].[Na+].[Na+].CN(C)C=O>O>[CH3:11][O:10][C:7]1[CH:8]=[CH:9][C:4]([CH2:3][CH2:2][N:12]2[CH2:13][CH2:14][CH:15]([NH:18][C:19]3[N:20]([CH2:28][C:29]4[CH:34]=[CH:33][CH:32]=[CH:31][N:30]=4)[C:21]4[C:26]([N:27]=3)=[CH:25][N:24]=[CH:23][N:22]=4)[CH2:16][CH2:17]2)=[CH:5][CH:6]=1 |f:2.3.4|.